This data is from the Open Reaction Database (ORD), a public repository of structured organic reaction records. The task is: describe an organic reaction: reactants, conditions, products, and yield Reactants: C(CCC)C1C(C2=CC=C(C=C2CC1)OC)=O (2-butyl-6-methoxy-3,4-dihydro-1(2H)-naphthalenone), C(=C)C(=O)C (MVK), N12CCCCCC2=NCCC1 (DBU), N12CCCCCC2=NCCC1 (1,8-diazabicyclo[5.4.0]undec-7-ene), C(=C)C(=O)C (methyl vinyl ketone). The solvent is O1CCCC1 (tetrahydrofuran). Run at time 19 hour. Yields the product C(CCC)C1(C(C2=CC=C(C=C2CC1)OC)=O)CCC(C)=O (2-butyl-6-methoxy-2-(3-oxobutyl)-3,4-dihydro-1(2H)-naphthalenone). Reaction SMILES: [CH2:1]([CH:5]1[CH2:14][CH2:13][C:12]2[C:7](=[CH:8][CH:9]=[C:10]([O:15][CH3:16])[CH:11]=2)[C:6]1=[O:17])[CH2:2][CH2:3][CH3:4].N12CCCN=C1CCCCC2.[CH:29]([C:31]([CH3:33])=[O:32])=[CH2:30]>O1CCCC1>[CH2:1]([C:5]1([CH2:30][CH2:29][C:31](=[O:32])[CH3:33])[CH2:14][CH2:13][C:12]2[C:7](=[CH:8][CH:9]=[C:10]([O:15][CH3:16])[CH:11]=2)[C:6]1=[O:17])[CH2:2][CH2:3][CH3:4]. Procedure details: A solution of 2-butyl-6-methoxy-3,4-dihydro-1(2H)-naphthalenone (230 mg, 1 mmol) in anhydrous tetrahydrofuran (THF, 0.5 mL) was placed under a N2 atmosphere and treated with 1,8-diazabicyclo[5.4.0]undec-7-ene (DBU, 0.037 mL, 0.25 mmol) followed by methyl vinyl ketone (MVK, 0.104 mL, 1.25 mmol). The mixture was stirred at room temperature for 19 hours and then heated at 60° C. for 80 minutes. Additional MVK (0.104 mL, 1.25 mmol) was added and the mixture was stirred at 60° C. for 2.5 hours. Addit...